Dataset: the Open Reaction Database (ORD), a public repository of structured organic reaction records. Task: describe an organic reaction: reactants, conditions, products, and yield Reactants: Cl.ClC=1C=C(C=CC1OC(C)C)C1=NC(=NO1)C1=CC2=C(CCNCC2)C=C1 (7-(5-{3-Chloro-4-[(1-methylethyl)oxy]phenyl}-1,2,4-oxadiazol-3-yl)-2,3,4,5-tetrahydro-1H-3-benzazepine hydrochloride), C(C=C)(=O)OC(C)(C)C (1,1-dimethylethyl 2-propenoate), C(C)(C)N(CC)C(C)C (diisopropylethylamine). The solvent is CO (methanol). Reaction conditions: temperature 90 celsius, time 5 hour. Product: ClC=1C=C(C=CC1OC(C)C)C1=NC(=NO1)C1=CC2=C(CCN(CC2)CCC(=O)O)C=C1 (3-[7-(5-{3-Chloro-4-[(1-methylethyl)oxy]phenyl}-1,2,4-oxadiazol-3-yl)-1,2,4,5-tetrahydro-3H-3-benzazepin-3-yl]propanoic acid). The yield is 46.2%. As a reaction SMILES: Cl.[Cl:2][C:3]1[CH:4]=[C:5]([C:13]2[O:17][N:16]=[C:15]([C:18]3[CH:28]=[CH:27][C:21]4[CH2:22][CH2:23][NH:24][CH2:25][CH2:26][C:20]=4[CH:19]=3)[N:14]=2)[CH:6]=[CH:7][C:8]=1[O:9][CH:10]([CH3:12])[CH3:11].[C:29]([O:33]C(C)(C)C)(=[O:32])[CH:30]=[CH2:31].C(N(C(C)C)CC)(C)C>CO>[Cl:2][C:3]1[CH:4]=[C:5]([C:13]2[O:17][N:16]=[C:15]([C:18]3[CH:28]=[CH:27][C:21]4[CH2:22][CH2:23][N:24]([CH2:31][CH2:30][C:29]([OH:33])=[O:32])[CH2:25][CH2:26][C:20]=4[CH:19]=3)[N:14]=2)[CH:6]=[CH:7][C:8]=1[O:9][CH:10]([CH3:12])[CH3:11] |f:0.1|. Procedure details: A mixture of 7-(5-{3-chloro-4-[(1-methylethyl)oxy]phenyl}-1,2,4-oxadiazol-3-yl)-2,3,4,5-tetrahydro-1H-3-benzazepine hydrochloride (Example 17) (200 mg, 0.52 mmol), 1,1-dimethylethyl 2-propenoate (151 μL, 1.04 mmol) and diisopropylethylamine (453 μL, 2.60 mmol) in methanol (5 ml) was heated in the microwave at 90° C. for 30 minutes before the solvent was removed in vacuo. The residue was dissolved in 4M HCl (2 ml) in dioxane and the mixture stirred at room temperature for 5 h. The solvent was rem... Reactants: C1(=CC=CC=C1)[C@@H](C(=O)O)CC ((S)-2-phenylbutyric acid), CCN=C=NCCCN(C)C (EDCI), C=1C=CC2=C(C1)N=NN2O (HOBT), CCN(C(C)C)C(C)C (DIPEA), NCC=1C=CC(=C(C1)CO)CN(C1CCCC=2C=CC=NC12)CC1=NC=C(C=C1C)C ((5-aminomethyl-2-{[(3,5-dimethyl-pyridin-2-ylmethyl)-(5,6,7,8-tetrahydro-quinolin-8-yl)-amino]-methyl}-phenyl)-methanol). Solvent: C(Cl)Cl (CH2Cl2). The product is CC=1C(=NC=C(C1)C)CN(C1CCCC=2C=CC=NC12)CC1=C(C=C(CNC(C(CC)C2=CC=CC=C2)=O)C=C1)CO (N-(4-{[(3,5-dimethyl-pyridin-2-ylmethyl)-(5,6,7,8-tetrahydro-quinolin-8-yl)-amino]-methyl}-3-hydroxymethyl-benzyl)-2-phenyl-butyramide). Yield: 54.7%. Reaction SMILES: [NH2:1][CH2:2][C:3]1[CH:4]=[CH:5][C:6]([CH2:11][N:12]([CH2:23][C:24]2[C:29]([CH3:30])=[CH:28][C:27]([CH3:31])=[CH:26][N:25]=2)[CH:13]2[C:22]3[N:21]=[CH:20][CH:19]=[CH:18][C:17]=3[CH2:16][CH2:15][CH2:14]2)=[C:7]([CH2:9][OH:10])[CH:8]=1.[C:32]1([C@H:38]([CH2:42][CH3:43])[C:39](O)=[O:40])[CH:37]=[CH:36][CH:35]=[CH:34][CH:33]=1.CCN=C=NCCCN(C)C.C1C=CC2N(O)N=NC=2C=1.CCN(C(C)C)C(C)C>C(Cl)Cl>[CH3:30][C:29]1[C:24]([CH2:23][N:12]([CH2:11][C:6]2[CH:5]=[CH:4][C:3]([CH2:2][NH:1][C:39](=[O:40])[CH:38]([C:32]3[CH:37]=[CH:36][CH:35]=[CH:34][CH:33]=3)[CH2:42][CH3:43])=[CH:8][C:7]=2[CH2:9][OH:10])[CH:13]2[C:22]3[N:21]=[CH:20][CH:19]=[CH:18][C:17]=3[CH2:16][CH2:15][CH2:14]2)=[N:25][CH:26]=[C:27]([CH3:31])[CH:28]=1. Reported procedure: Using General Procedure G: To a solution of (5-aminomethyl-2-{[(3,5-dimethyl-pyridin-2-ylmethyl)-(5,6,7,8-tetrahydro-quinolin-8-yl)-amino]-methyl}-phenyl)-methanol (0.12 g, 0.26 mmol) dissolved in CH2Cl2 (10 mL) was added (S)-2-phenylbutyric acid (60 μl, 0.39 mmol), EDCI (0.08 g, 0.39 mmol), HOBT (0.05 g, 0.39 mmol), and DIPEA (67 μl, 0.39 mmol). Purification via column chromatography on silica gel (CH2Cl2:MeOH, 97:3, v/v) afforded the product as a colorless oil (0.08 g, 53%). 1H NMR (CDCl3) δ 0... Starting materials: CC(C(C)=O)C (3-methyl-2-butanone), O (water), N1=CC=CC=C1 (pyridine), C(CC(=O)OC)(=O)OC (dimethyl malonate). Reagents/catalysts: [Ti](Cl)(Cl)(Cl)Cl (titanium tetrachloride). Solvent: C(Cl)(Cl)Cl (chloroform), C(Cl)(Cl)Cl (chloroform), C(Cl)(Cl)Cl (chloroform), C(Cl)(Cl)Cl (chloroform). Run at temperature 0 celsius, time 30 minute. Yields the product CC(C(C)=C(C(=O)OC)C(=O)OC)C (Dimethyl (3-methylbutan-2-ylidene)malonate). Reaction SMILES: [C:1]([O:8][CH3:9])(=[O:7])[CH2:2][C:3]([O:5][CH3:6])=[O:4].[CH3:10][CH:11]([CH3:15])[C:12](=O)[CH3:13].N1C=CC=CC=1.O>C(Cl)(Cl)Cl.[Ti](Cl)(Cl)(Cl)Cl>[CH3:10][CH:11]([CH3:15])[C:12](=[C:2]([C:1]([O:8][CH3:9])=[O:7])[C:3]([O:5][CH3:6])=[O:4])[CH3:13]. Procedure: Under argon and at 0° C., 10 g (75.7 mmol) of dimethyl malonate in 20 ml of chloroform were slowly added dropwise to a solution of 16.6 ml (151.4 mmol) of titanium tetrachloride in 60 ml of chloroform. After the addition had ended, the reaction solution was stirred at 0° C. for another 30 min. At 0° C., 6.52 g (75.7 mmol) of 3-methyl-2-butanone in 20 ml of chloroform were then added dropwise. The reaction mixture was slowly warmed to room temperature and stirred at this temperature for 4 h. The ... The reactants are FC(C1=CC=C(OC2CNC2)C=C1)(F)F (3-[4-(trifluoromethyl)phenoxy]azetidine), C(C=C)N=C=O (2-propenyl isocyanate). Run in C(C)(C)OC(C)C (isopropyl ether). Reaction conditions: time 3 day. Product: C(C=C)NC(=O)N1CC(C1)OC1=CC=C(C=C1)C(F)(F)F (N-(2-Propenyl)-3-[4-(trifluoromethyl)phenoxy]-1-azetidinecarboxamide). Reaction SMILES: [F:1][C:2]([F:15])([F:14])[C:3]1[CH:13]=[CH:12][C:6]([O:7][CH:8]2[CH2:11][NH:10][CH2:9]2)=[CH:5][CH:4]=1.[CH2:16]([N:19]=[C:20]=[O:21])[CH:17]=[CH2:18]>C(OC(C)C)(C)C>[CH2:16]([NH:19][C:20]([N:10]1[CH2:9][CH:8]([O:7][C:6]2[CH:5]=[CH:4][C:3]([C:2]([F:1])([F:14])[F:15])=[CH:13][CH:12]=2)[CH2:11]1)=[O:21])[CH:17]=[CH2:18]. Reported procedure: A solution of 8.7 g (0.04 mole) of crude 3-[4-(trifluoromethyl)phenoxy]azetidine in 75 ml of isopropyl ether was stirred under a blanket of nitrogen while 4.2 g (0.05 mole) of 2-propenyl isocyanate was added dropwise. After stirring for 3 days, no crystalline product precipitated. The reaction mixture was concentrated to a dark reddish oil. TLC (20% ethyl acetate/methylene chloride on silica gel) showed at least 6 spots, all well separated. The residue was dissolved in chloroform, chromatographe... Reactants: O=CO, Nc1nc(C(=NOC(c2ccccc2)(c2ccccc2)c2ccccc2)C(=O)NC2C(=O)N3C(C(=O)O)=C(C=C4CN(c5ccccc5)C4=O)CSC23)cs1. Yields the product Nc1nc(C(=NO)C(=O)NC2C(=O)N3C(C(=O)O)=C(C=C4CN(c5ccccc5)C4=O)CSC23)cs1. RXN SMILES: [CH:56]([OH:57])=[O:58].[NH2:1][c:2]1[s:3][cH:4][c:5]([C:7]([C:8](=[O:9])[NH:10][CH:11]2[CH:12]3[S:13][CH2:14][C:15]([CH:23]=[C:24]4[C:25](=[O:34])[N:26]([c:28]5[cH:29][cH:30][cH:31][cH:32][cH:33]5)[CH2:27]4)=[C:16]([C:20](=[O:21])[OH:22])[N:17]3[C:18]2=[O:19])=[N:35][O:36][C:37]([c:38]2[cH:39][cH:40][cH:41][cH:42][cH:43]2)([c:44]2[cH:45][cH:46][cH:47][cH:48][cH:49]2)[c:50]2[cH:51][cH:52][cH:53][cH:54][cH:55]2)[n:6]1>>[NH2:1][c:2]1[s:3][cH:4][c:5]([C:7]([C:8](=[O:9])[NH:10][CH:11]2[CH:12]3[S:13][CH2:14][C:15]([CH:23]=[C:24]4[C:25](=[O:34])[N:26]([c:28]5[cH:29][cH:30][cH:31][cH:32][cH:33]5)[CH2:27]4)=[C:16]([C:20](=[O:21])[OH:22])[N:17]3[C:18]2=[O:19])=[N:35][OH:36])[n:6]1. The reactants are C1(CCCC1)OC=1C=C(C=CC1OC)SC(CC(=O)O)CCCCC1=CC=CC=C1 ((±)-3-(3-Cyclopentyloxy-4-methoxyphenyl)sulfanyl-7-phenylheptanoic acid), C1(CCCC1)OC=1C=C(C=CC1OC)S (3-cyclopentyloxy-4-methoxybenzenethiol), C(CCC)[Li] (n-butyllithium). Solvent: O1CCCC1 (tetrahydrofuran), O (water), O1CCCC1 (tetrahydrofuran), CCCCCC (hexane). Conditions: time 15 minute. The product is C(C)(C)(C)OC(CC(CCCCC1=CC=CC=C1)SC1=CC(=C(C=C1)OC)OC1CCCC1)=O ((±)-t-Butyl-3-(3-cyclopentyloxy-4-methoxyphenylsulfanyl)-7-phenylheptanoate). RXN SMILES: C1(OC2C=C(S)[CH:10]=[CH:11][C:12]=2OC)CCCC1.[CH2:16]([Li])CCC.[CH:21]1([O:26][C:27]2[CH:28]=[C:29]([S:35][CH:36]([CH2:41][CH2:42][CH2:43][CH2:44][C:45]3[CH:50]=[CH:49][CH:48]=[CH:47][CH:46]=3)[CH2:37][C:38]([OH:40])=[O:39])[CH:30]=[CH:31][C:32]=2[O:33][CH3:34])[CH2:25][CH2:24][CH2:23][CH2:22]1>O1CCCC1.CCCCCC.O>[C:11]([O:39][C:38](=[O:40])[CH2:37][CH:36]([S:35][C:29]1[CH:30]=[CH:31][C:32]([O:33][CH3:34])=[C:27]([O:26][CH:21]2[CH2:25][CH2:24][CH2:23][CH2:22]2)[CH:28]=1)[CH2:41][CH2:42][CH2:43][CH2:44][C:45]1[CH:46]=[CH:47][CH:48]=[CH:49][CH:50]=1)([CH3:10])([CH3:12])[CH3:16]. Procedure details: A stirred solution of 3-cyclopentyloxy-4-methoxybenzenethiol (0.5 g, Reference Example 2) in anhydrous tetrahydrofuran (20 ml), at 0° C. and under nitrogen, was treated with a solution of n-butyllithium in hexane (0.03 ml, 2.5M). After stirring for 15 minutes the mixture was treated dropwise with a solution of t-butyl 7-phenyl-2-heptenoate (0.39 g, Reference Example 5) in tetrahydrofuran (5 ml) and then the mixture was allowed to warm to room temperature. After stirring at room temperature for 1... The reactants are CO, CC(C)(C)[O-], O=C(CCl)NCC(O)CO, Cl, [K+], O. Yields the product O=C1COC(CO)CN1. As a reaction SMILES: [CH3:17][OH:18].[CH3:1][C:2]([CH3:3])([O-:4])[CH3:5].[Cl:7][CH2:8][C:9](=[O:10])[NH:11][CH2:12][CH:13]([CH2:14][OH:15])[OH:16].[ClH:19].[K+:6].[OH2:20]>>[CH2:8]1[C:9](=[O:10])[NH:11][CH2:12][CH:13]([CH2:14][OH:15])[O:16]1. Reactants: NC(C(=O)O)(C)C (2-amino-2-methylpropanoic acid), C(C)O (ethanol), Cl (hydrogen chloride). Yields the product Cl.NC(C(=O)OCC)(C)C (ethyl 2-amino-2-methylpropanoate hydrochloride). RXN SMILES: [NH2:1][C:2]([CH3:7])([CH3:6])[C:3]([OH:5])=[O:4].[ClH:8].[CH2:9](O)[CH3:10]>>[ClH:8].[NH2:1][C:2]([CH3:7])([CH3:6])[C:3]([O:5][CH2:9][CH3:10])=[O:4] |f:3.4|. Procedure details: A stirred suspension of 2-amino-2-methylpropanoic acid (165 g) in ethanol at 0° C. was saturated with hydrogen chloride gas. The mixture was heated at reflux for 4 hours and the solvent was evaporated under reduced pressure to give ethyl 2-amino-2-methylpropanoate hydrochloride as a white solid. Sodium carbonate (100 g) was slowly added to a suspension of the solid in water followed by 40% aqueous formaldehyde solution (150 g) and the suspension was stirred for 3 hours. The mixture was extracted... The product is CC1=C(CC(=O)O)c2cc(F)ccc2C1. Reactants: N#CCC(=O)O, CC(=O)O, CC(=O)[O-], Cc1ccccc1, CC1Cc2ccc(F)cc2C1=O, [NH4+], O. As a reaction SMILES: [C:13](#[N:14])[CH2:15][C:16](=[O:17])[OH:18].[CH3:19][C:20](=[O:21])[OH:22].[CH3:24][C:25](=[O:26])[O-:27].[CH3:28][c:29]1[cH:30][cH:31][cH:32][cH:33][cH:34]1.[F:1][c:2]1[cH:3][cH:4][c:5]2[c:9]([cH:10]1)[C:8](=[O:11])[CH:7]([CH3:12])[CH2:6]2.[NH4+:23].[OH2:35]>>[F:1][c:2]1[cH:3][cH:4][c:5]2[c:9]([cH:10]1)[C:8]([CH2:15][C:16](=[O:17])[OH:18])=[C:7]([CH3:12])[CH2:6]2.